The task is: describe an organic reaction: reactants, conditions, products, and yield. This data is from the Open Reaction Database (ORD), a public repository of structured organic reaction records. Starting materials: CS(=O)(=O)C=1C=CC(=NC1)OCC[C@H]1[C@H](C1)C1CCN(CC1)C(=O)OCC1=CC=CC=C1 (Benzyl 4-((1R,2S)-2-(2-(5-(methylsulfonyl)pyridin-2-yloxy)ethyl)cyclopropyl)piperidine-1-carboxylate), CS(=O)(=O)C=1C=CC(=NC1)OCC[C@H]1[C@H](C1)C1CCN(CC1)C(=O)OCC1=CC=CC=C1 (Benzyl 4-((1R,2S)-2-(2-(5-(methylsulfonyl)pyridin-2-yloxy)ethyl)cyclopropyl)piperidine-1-carboxylate). The reagents and catalysts are [Pd] (palladium on activated carbon). The solvent is C(C)O (ethanol). Yields the product CS(=O)(=O)C=1C=CC(=NC1)OCC[C@H]1[C@H](C1)C1CCNCC1 (5-(methylsulfonyl)-2-(2((1S,2R)-2-(piperidin-4-yl)cyclopropyl)ethoxy)pyridine). Reaction SMILES: [CH3:1][S:2]([C:5]1[CH:6]=[CH:7][C:8]([O:11][CH2:12][CH2:13][C@@H:14]2[CH2:16][C@@H:15]2[CH:17]2[CH2:22][CH2:21][N:20](C(OCC3C=CC=CC=3)=O)[CH2:19][CH2:18]2)=[N:9][CH:10]=1)(=[O:4])=[O:3]>[Pd].C(O)C>[CH3:1][S:2]([C:5]1[CH:6]=[CH:7][C:8]([O:11][CH2:12][CH2:13][C@@H:14]2[CH2:16][C@@H:15]2[CH:17]2[CH2:22][CH2:21][NH:20][CH2:19][CH2:18]2)=[N:9][CH:10]=1)(=[O:3])=[O:4]. Reported procedure: Benzyl 4-((1R,2S)-2-(2-(5-(methylsulfonyl)pyridin-2-yloxy)ethyl)cyclopropyl)piperidine-1-carboxylate (Intermediate 12; 1.20 g, 2.62 mmol) and palladium on activated carbon (10%, wet, 240 mg) in ethanol (50 mL) were stirred under an atmosphere of hydrogen (1 atm) at RT for 3 h. The mixture was filtered (glass wool filter paper, Whatman 1821 110), and washed with ethanol. The filtrate was concentrated to dryness under reduced pressure to provide the title compound as an off-white solid. 1H NMR (30... The reactants are CO[C@@H]1O[C@@H]([C@@H]2[C@H]1OC(O2)(C)C)C(CC(CC)=O)=NO (1-[(3aR,4R,6R,6aR)-6-methoxy-2,2-dimethyltetrahydrofuro[3,4-d][1,3]dioxol-4-yl]pentane-1,3-dione 1-oxime). Solvent: C(C)(=O)O (acetic acid). Conditions: temperature 100 celsius. Yields the product C(C)C1=CC(=NO1)[C@@H]1[C@H]([C@H](C(O1)O)O)O ((3R,4S,5R)-5-(5-ethylisoxazol-3-yl)tetrahydrofuran-2,3,4-triol). Isolated yield 40.1%. RXN SMILES: C[O:2][C@H:3]1[C@@H:7]2[O:8]C(C)(C)[O:10][C@@H:6]2[C@@H:5]([C:13](=[N:19][OH:20])[CH2:14][C:15](=O)[CH2:16][CH3:17])[O:4]1>C(O)(=O)C>[CH2:16]([C:15]1[O:20][N:19]=[C:13]([C@H:5]2[O:4][CH:3]([OH:2])[C@H:7]([OH:8])[C@@H:6]2[OH:10])[CH:14]=1)[CH3:17]. Procedure details: 1-[(3aR,4R,6R,6aR)-6-methoxy-2,2-dimethyltetrahydrofuro[3,4-d][1,3]dioxol-4-yl]pentane-1,3-dione 1-oxime (0.5 g) was dissolved in aqueous acetic acid (18 mg) and the mixture heated at 100° C. for 2 h. The solution was cooled and concentrated in vacuo to afford a brown oil which was azeotroped with toluene. Purification by chromatography on silica gel (Varian Bondelut silica gel cartridge), eluting with (i) dichloromethane, (ii) ether, (iii) ethyl acetate, (iv) methanol, gave the title compound (... Starting materials: ClC1=C(CN)C=CC(=C1)C(F)(F)F (2-chloro-4-trifluoromethyl-benzylamine), ClC=1C=C(C=CC1OCCN(CC)CC)N (3-chloro-4-(2-diethylamino-ethoxy)-phenylamine), C1CCOC1 (THF). Product: ClC=1C=C(C=CC1OCCN(CC)CC)NC(=O)NCC1=C(C=C(C=C1)C(F)(F)F)Cl (1-[3-chloro-4-(2-diethylamino-ethoxy)-phenyl]-3-(2-chloro-4-trifluoromethyl -benzyl)-urea). As a reaction SMILES: [Cl:1][C:2]1[CH:9]=[C:8]([C:10]([F:13])([F:12])[F:11])[CH:7]=[CH:6][C:3]=1[CH2:4][NH2:5].[Cl:14][C:15]1[CH:16]=[C:17]([NH2:29])[CH:18]=[CH:19][C:20]=1[O:21][CH2:22][CH2:23][N:24]([CH2:27][CH3:28])[CH2:25][CH3:26].C1C[O:33][CH2:32]C1>>[Cl:14][C:15]1[CH:16]=[C:17]([NH:29][C:32]([NH:5][CH2:4][C:3]2[CH:6]=[CH:7][C:8]([C:10]([F:11])([F:12])[F:13])=[CH:9][C:2]=2[Cl:1])=[O:33])[CH:18]=[CH:19][C:20]=1[O:21][CH2:22][CH2:23][N:24]([CH2:27][CH3:28])[CH2:25][CH3:26]. Reported procedure: 0.770 g (4.457 mmol) CDT was added at 0° C. to a solution of 0.870 g (4.151 mmol) 2-chloro-4-trifluoromethyl-benzylamine (Example 168a) in 50 mL abs. THF and the mixture was stirred for 1 h at RT. 1.080 g (4.449 mmol) 3-chloro-4-(2-diethylamino-ethoxy)-phenylamine (Z1b) was added and the mixture was refluxed for 5 h. The reaction mixture was evaporated down i. vac. and the residue was taken up in dichloromethane. The org. phase was washed with 15% aqueous potassium carbonate, dried over sodium s... Reactants: C1CCOC1, COC(=O)Cc1cnc(Cc2ccc(NC(=O)c3ccc4ccccc4c3)cc2)nc1N(C)C, CCOCC, Cl, [Na+], [OH-]. Product: CN(C)c1nc(Cc2ccc(NC(=O)c3ccc4ccccc4c3)cc2)ncc1CC(=O)O. RXN SMILES: [CH2:43]1[O:44][CH2:45][CH2:46][CH2:47]1.[CH3:1][N:2]([c:3]1[n:4][c:5]([CH2:14][c:15]2[cH:16][cH:17][c:18]([NH:21][C:22](=[O:23])[c:24]3[cH:25][c:26]4[cH:27][cH:28][cH:29][cH:30][c:31]4[cH:32][cH:33]3)[cH:19][cH:20]2)[n:6][cH:7][c:8]1[CH2:9][C:10](=[O:11])[O:12][CH3:13])[CH3:34].[CH3:37][CH2:38][O:39][CH2:40][CH3:41].[ClH:42].[Na+:36].[OH-:35]>>[CH3:1][N:2]([c:3]1[n:4][c:5]([CH2:14][c:15]2[cH:16][cH:17][c:18]([NH:21][C:22](=[O:23])[c:24]3[cH:25][c:26]4[cH:27][cH:28][cH:29][cH:30][c:31]4[cH:32][cH:33]3)[cH:19][cH:20]2)[n:6][cH:7][c:8]1[CH2:9][C:10](=[O:11])[OH:12])[CH3:34]. The reactants are Example 1 ( b ), BrBr (bromine), C(O)([O-])=O.[Na+] (sodium hydrogen carbonate), carboxylic acid, OC(CC(=O)OCC)(C=CCCC1=CC=C(C=C1)Cl)C (ethyl 3-hydroxy-3-methyl-7-(p-chlorophenyl)-4-heptenoate), [OH-].[Na+] (sodium hydroxide). The solvent is CO (methanol). The product is OC1(CC(=O)OC(C1Br)CCC1=CC=C(C=C1)Cl)C (3-Hydroxy-3-methyl-4-bromo-7-(p-chlorophenyl)-5-heptanolide). As a reaction SMILES: [OH:1][C:2]([CH3:20])([CH:9]=[CH:10][CH2:11][CH2:12][C:13]1[CH:18]=[CH:17][C:16]([Cl:19])=[CH:15][CH:14]=1)[CH2:3][C:4]([O:6]CC)=[O:5].[OH-].[Na+].[Br:23]Br.C(=O)([O-])O.[Na+]>CO>[OH:1][C:2]1([CH3:20])[CH:9]([Br:23])[CH:10]([CH2:11][CH2:12][C:13]2[CH:18]=[CH:17][C:16]([Cl:19])=[CH:15][CH:14]=2)[O:6][C:4](=[O:5])[CH2:3]1 |f:1.2,4.5|. Procedure: The carboxylic acid (2.88 g) prepared by hydrolyzing 3.27 g of ethyl 3-hydroxy-3-methyl-7-(p-chlorophenyl)-4-heptenoate with 4 N sodium hydroxide solution in methanol, was treated with 1.3 g of bromine in an aqueous sodium hydrogen carbonate solution and the reaction mixture was worked up according to the method described in Example 1 (b). The product was purified by a column chromatography using silica gel affording 1.93 g of the desired compound melting at 116°-119° C. The reactants are Brc1ccc2sccc2c1, CC(=O)[O-], CC(=O)[O-], O=C([O-])[O-], Cc1ccccc1, CC(C)c1cc(C(C)C)c(-c2ccccc2P(C2CCCCC2)C2CCCCC2)c(C(C)C)c1, [Cs+], [Cs+], COc1cccc(CCc2ccc(C(=O)OC(C)(C)C)c(N)c2)c1, O=C(C=Cc1ccccc1)C=Cc1ccccc1, O=C(C=Cc1ccccc1)C=Cc1ccccc1, O=C(C=Cc1ccccc1)C=Cc1ccccc1, [Pd+2], [Pd], [Pd]. The product is COc1cccc(CCc2ccc(C(=O)OC(C)(C)C)c(Nc3ccc4sccc4c3)c2)c1. As a reaction SMILES: [Br:25][c:26]1[cH:27][cH:28][c:29]2[c:30]([cH:31][cH:32][s:33]2)[cH:34]1.[C:131]([O-:132])(=[O:133])[CH3:134].[C:136]([O-:137])(=[O:138])[CH3:139].[C:35](=[O:36])([O-:37])[O-:38].[CH3:140][c:141]1[cH:142][cH:143][cH:144][cH:145][cH:146]1.[CH:41]1([P:42]([CH:43]2[CH2:44][CH2:45][CH2:46][CH2:47][CH2:48]2)[c:49]2[cH:50][cH:51][cH:52][cH:53][c:54]2-[c:55]2[c:56]([CH:57]([CH3:58])[CH3:59])[cH:60][c:61]([CH:62]([CH3:63])[CH3:64])[cH:65][c:66]2[CH:67]([CH3:68])[CH3:69])[CH2:70][CH2:71][CH2:72][CH2:73][CH2:74]1.[Cs+:39].[Cs+:40].[NH2:1][c:2]1[c:3]([C:4](=[O:5])[O:6][C:7]([CH3:8])([CH3:9])[CH3:10])[cH:11][cH:12][c:13]([CH2:15][CH2:16][c:17]2[cH:18][c:19]([O:23][CH3:24])[cH:20][cH:21][cH:22]2)[cH:14]1.[O:113]=[C:114]([CH:115]=[CH:116][c:117]1[cH:118][cH:119][cH:120][cH:121][cH:122]1)[CH:123]=[CH:124][c:125]1[cH:126][cH:127][cH:128][cH:129][cH:130]1.[O:77]=[C:78]([CH:79]=[CH:80][c:81]1[cH:82][cH:83][cH:84][cH:85][cH:86]1)[CH:87]=[CH:88][c:89]1[cH:90][cH:91][cH:92][cH:93][cH:94]1.[O:95]=[C:96]([CH:97]=[CH:98][c:99]1[cH:100][cH:101][cH:102][cH:103][cH:104]1)[CH:105]=[CH:106][c:107]1[cH:108][cH:109][cH:110][cH:111][cH:112]1.[Pd+2:135].[Pd:75].[Pd:76]>>[NH:1]([c:2]1[c:3]([C:4](=[O:5])[O:6][C:7]([CH3:8])([CH3:9])[CH3:10])[cH:11][cH:12][c:13]([CH2:15][CH2:16][c:17]2[cH:18][c:19]([O:23][CH3:24])[cH:20][cH:21][cH:22]2)[cH:14]1)[c:26]1[cH:27][cH:28][c:29]2[c:30]([cH:31][cH:32][s:33]2)[cH:34]1. The reactants are Cl.CCOC(=O)C (HCl EtOAc), C(C)(C)(C)OC(NC1=NC=CC=C1C1(CCC(CC1)C1=CC=CC=C1)O)=O (tert-butyl[3-(1-hydroxy-4-phenylcyclohexyl)pyridin-2-yl]carbamate). Reaction conditions: time 8 hour. Product: Cl.NC1=NC=CC=C1C1(CCC(CC1)C1=CC=CC=C1)O (1-(2-aminopyridin-3-yl)-4-phenylcyclohexanol hydrochloride). As a reaction SMILES: [ClH:1].CCOC(C)=O.C(OC(=O)[NH:14][C:15]1[C:20]([C:21]2([OH:33])[CH2:26][CH2:25][CH:24]([C:27]3[CH:32]=[CH:31][CH:30]=[CH:29][CH:28]=3)[CH2:23][CH2:22]2)=[CH:19][CH:18]=[CH:17][N:16]=1)(C)(C)C>>[ClH:1].[NH2:14][C:15]1[C:20]([C:21]2([OH:33])[CH2:26][CH2:25][CH:24]([C:27]3[CH:28]=[CH:29][CH:30]=[CH:31][CH:32]=3)[CH2:23][CH2:22]2)=[CH:19][CH:18]=[CH:17][N:16]=1 |f:0.1,3.4|. Procedure: 4N HCl-EtOAc (5 mL) was added to tert-butyl[3-(1-hydroxy-4-phenylcyclohexyl)pyridin-2-yl]carbamate (450 mg) and the mixture was stirred at room temperature overnight. The resulted precipitates were collected and dried in vacuo to give 1-(2-aminopyridin-3-yl)-4-phenylcyclohexanol hydrochloride. Starting materials: 24, C1CCOC1 (THF), S(=O)(Cl)Cl (thionyl chloride), ClC1=CC=C(CNC(=O)C=2C=NC3=C(C=C(C=C3C2O)C(=O)O)F)C=C1 (3-{[(4-chlorobenzyl)amino]carbonyl}-8-fluoro-4-hydroxy-6-quinolinecarboxylic acid), ClC1=CC=C(CN)C=C1 (p-chlorobenzylamine). The reagents and catalysts are CN(C1=CC=NC=C1)C (4-dimethylaminopyridine), CN(C)C=O (DMF). Run in N1=CC=CC=C1 (pyridine). Run at time 8 hour. Product: ClC1=CC=C(CNC(=O)C=2C=NC3=C(C=C(C=C3C2O)C(=O)NCC2=CC=C(C=C2)Cl)F)C=C1 (N3,N6 -Bis(4-chlorobenzyl)-8-fluoro-4-hydroxy-3,6-quinolinedicarboxamide). As a reaction SMILES: [Cl:1][C:2]1[CH:26]=[CH:25][C:5]([CH2:6][NH:7][C:8]([C:10]2[CH:11]=[N:12][C:13]3[C:18]([C:19]=2[OH:20])=[CH:17][C:16]([C:21](O)=[O:22])=[CH:15][C:14]=3[F:24])=[O:9])=[CH:4][CH:3]=1.C1COCC1.S(Cl)(Cl)=O.[Cl:36][C:37]1[CH:44]=[CH:43][C:40]([CH2:41][NH2:42])=[CH:39][CH:38]=1>CN(C=O)C.N1C=CC=CC=1.CN(C)C1C=CN=CC=1>[Cl:1][C:2]1[CH:26]=[CH:25][C:5]([CH2:6][NH:7][C:8]([C:10]2[CH:11]=[N:12][C:13]3[C:18]([C:19]=2[OH:20])=[CH:17][C:16]([C:21]([NH:42][CH2:41][C:40]2[CH:43]=[CH:44][C:37]([Cl:36])=[CH:38][CH:39]=2)=[O:22])=[CH:15][C:14]=3[F:24])=[O:9])=[CH:4][CH:3]=1. Procedure details: To a flask containing 3-{[(4-chlorobenzyl)amino]carbonyl}-8-fluoro-4-hydroxy-6-quinolinecarboxylic acid from Preparation No. 24 (0.11 g) and THF (3 mL) is added thionyl chloride (0.075 mL). The reaction mixture is stirred overnight then treated with one drop of DMF. After 4 hours, the reaction is concentrated under reduced pressure. The residue is triturated with toluene (2×) and dried in vacuo to afford a light yellow solid. The solid is dissolved in pyridine (2 mL), treated with p-chlorobenzyl...